The task is: describe an organic reaction: reactants, conditions, products, and yield. This data is from the Open Reaction Database (ORD), a public repository of structured organic reaction records. Reactants: solution, C(CC)=O (propionaldehyde), CNC (dimethylamine), C(CC)(=O)O (propionic acid), C(C)OC(C=O)OCC (diethoxyacetaldehyde). Run in O (water). Product: CC(C=O)=CC(OCC)OCC (2-methyl-4,4-diethoxybut-2-enal). Yield: 68.9%. RXN SMILES: [CH:1](=[O:4])[CH2:2][CH3:3].CNC.C(O)(=O)CC.[CH2:13]([O:15][CH:16]([O:19][CH2:20][CH3:21])[CH:17]=O)[CH3:14]>O>[CH3:3][C:2](=[CH:17][CH:16]([O:19][CH2:20][CH3:21])[O:15][CH2:13][CH3:14])[CH:1]=[O:4]. Procedure: 504 g of a solution of 240 g of propionaldehyde in 264 g of diethoxyacetaldehyde (glyoxal(mono)diethylacetal) are run into a mixture of 48 g of dimethylamine in 72 g of water and 80 g of propionic acid at 40° C. in the course of 30 minutes, while stirring. The reaction mixture is then stirred for a further 3 hours. After the lower aqueous phase has been separated off, fractional distillation of the organic phase gives 237 g (68.9% of theory) of 2-methyl-4,4-diethoxybut-2-enal of boiling point 67...